This data is from the Open Reaction Database (ORD), a public repository of structured organic reaction records. The task is: describe an organic reaction: reactants, conditions, products, and yield Starting materials: C1(CCCCC1)N=C=O (Cyclohexylisocyanate), ClC1=CN(C2=NC=C(N=C21)N)COCC[Si](C)(C)C (7-Chloro-5-(2-trimethylsilanyl-ethoxymethyl)-5H-pyrrolo[2,3-b]pyrazin-2-ylamine), C1(CCCCC1)N=C=O (cyclohexylisocyanate). Run in ClCCCl (1,2-dichloroethane). Yields the product C1(CCCCC1)NC(=O)NC=1N=C2C(=NC1)N(C=C2Cl)COCC[Si](C)(C)C (1-cyclohexyl-3-[7-chloro-5-(2-trimethylsilanyl-ethoxymethyl)-5H-pyrrolo[2,3-b]pyrazin-2-yl]-urea). Isolated yield 31.0%. Reaction SMILES: [Cl:1][C:2]1[C:10]2[C:5](=[N:6][CH:7]=[C:8]([NH2:11])[N:9]=2)[N:4]([CH2:12][O:13][CH2:14][CH2:15][Si:16]([CH3:19])([CH3:18])[CH3:17])[CH:3]=1.[CH:20]1([N:26]=[C:27]=[O:28])[CH2:25][CH2:24][CH2:23][CH2:22][CH2:21]1>ClCCCl>[CH:20]1([NH:26][C:27]([NH:11][C:8]2[N:9]=[C:10]3[C:2]([Cl:1])=[CH:3][N:4]([CH2:12][O:13][CH2:14][CH2:15][Si:16]([CH3:19])([CH3:18])[CH3:17])[C:5]3=[N:6][CH:7]=2)=[O:28])[CH2:25][CH2:24][CH2:23][CH2:22][CH2:21]1. Procedure details: 7-Chloro-5-(2-trimethylsilanyl-ethoxymethyl)-5H-pyrrolo[2,3-b]pyrazin-2-ylamine (100 mg, 0.335 mmol) was dissolved in 1,2-dichloroethane (3.4 mL). Cyclohexylisocyanate (0.43 mL, 3.35 mmol) was added and the reaction mixture was heated to reflux overnight, cooled to RT, and concentrated. The residue was dispersed in 3 mL of toluene, cyclohexylisocyanate (0.86 mL, 6.70 mmol) was added and the reaction mixture was heated to reflux overnight, and cooled to 0° C. The precipitates were filtered, washe... Starting materials: C1CCOC1, COC(=O)c1cc(I)cc(-c2ccc(C)cn2)c1, [Li+], [OH-], O, O. Yields the product Cc1ccc(-c2cc(I)cc(C(=O)O)c2)nc1. RXN SMILES: [CH2:23]1[O:24][CH2:25][CH2:26][CH2:27]1.[CH3:4][O:5][C:6]([c:7]1[cH:8][c:9]([I:20])[cH:10][c:11](-[c:13]2[n:14][cH:15][c:16]([CH3:19])[cH:17][cH:18]2)[cH:12]1)=[O:21].[Li+:2].[OH-:1].[OH2:22].[OH2:3]>>[O:5]=[C:6]([c:7]1[cH:8][c:9]([I:20])[cH:10][c:11](-[c:13]2[n:14][cH:15][c:16]([CH3:19])[cH:17][cH:18]2)[cH:12]1)[OH:21]. Reactants: C#Cc1cc2c(c(C(F)(F)F)c1)C(=O)N1CCN(C(=O)OC(C)(C)C)CC21, Cl, O. Reaction SMILES: [C:1]([O:2][C:3](=[O:4])[N:8]1[CH2:9][CH:10]2[N:11]([C:12](=[O:25])[c:13]3[c:14]([C:21]([F:22])([F:23])[F:24])[cH:15][c:16]([C:19]#[CH:20])[cH:17][c:18]32)[CH2:26][CH2:27]1)([CH3:5])([CH3:6])[CH3:7].[ClH:28].[OH2:29]>>[ClH:28].[NH:8]1[CH2:9][CH:10]2[N:11]([C:12](=[O:25])[c:13]3[c:14]([C:21]([F:22])([F:23])[F:24])[cH:15][c:16]([C:19]#[CH:20])[cH:17][c:18]32)[CH2:26][CH2:27]1. Yields the product Cl, C#Cc1cc2c(c(C(F)(F)F)c1)C(=O)N1CCNCC21. Starting materials: CCOC(=O)C(CCCCNC(=O)OC(C)(C)C)(C(=O)OCC)c1c[nH]cn1, O=C([O-])[O-], ClCc1nnc(C2CC2)s1, [Cs+], [Cs+], CN(C)C=O. The product is CCOC(=O)C(CCCCNC(=O)OC(C)(C)C)(C(=O)OCC)c1cn(Cc2nnc(C3CC3)s2)cn1. Reaction SMILES: [C:17]([CH3:18])([CH3:19])([CH3:20])[O:21][C:22](=[O:23])[NH:24][CH2:25][CH2:26][CH2:27][CH2:28][C:29]([C:30](=[O:31])[O:32][CH2:33][CH3:34])([C:35](=[O:36])[O:37][CH2:38][CH3:39])[c:40]1[n:41][cH:42][nH:43][cH:44]1.[C:1](=[O:2])([O-:3])[O-:4].[Cl:7][CH2:8][c:9]1[s:10][c:11]([CH:14]2[CH2:15][CH2:16]2)[n:12][n:13]1.[Cs+:5].[Cs+:6].[O:45]=[CH:46][N:47]([CH3:48])[CH3:49]>>[CH2:8]([c:9]1[s:10][c:11]([CH:14]2[CH2:15][CH2:16]2)[n:12][n:13]1)[n:43]1[cH:42][n:41][c:40]([C:29]([CH2:28][CH2:27][CH2:26][CH2:25][NH:24][C:22]([O:21][C:17]([CH3:18])([CH3:19])[CH3:20])=[O:23])([C:30](=[O:31])[O:32][CH2:33][CH3:34])[C:35](=[O:36])[O:37][CH2:38][CH3:39])[cH:44]1. The reactants are C(C)(C)(C)OC(CN1C(SC(C1=O)CC1=CC=C(C=C1)N1CCC(CC1)NC[C@@H](C1=CC(=C(C=C1)O)NS(=O)(=O)C)O)=O)=O (5-[[4-[4-[[(R)-2-Hydroxy-2-[4-hydroxy-3-[(methylsulfonyl)amino]phenyl]ethyl]amino]-1-piperidineyl]phenyl]methyl]-2,4-dioxo-3-thiazolidineacetic acid tert-butyl-ester), ClCCl (dichloromethane), FC(C(=O)O)(F)F (trifluoroacetic acid). Isolated yield 69.3%. Solvent: C(C)OCC (ethyl ether). Product: O[C@@H](CNC1CCN(CC1)C1=CC=C(C=C1)CC1C(N(C(S1)=O)CC(=O)O)=O)C1=CC(=C(C=C1)O)NS(=O)(=O)C (5-[[4-[4-[[(R)-2-Hydroxy-2-[4-hydroxy-3-[(methylsulfonyl)amino]phenyl]ethyl]amino]-1-piperidineyl]phenyl]methyl]-2,4-dioxo-3-thiazolidineacetic acid). Procedure details: A mixture of 5-[[4-[4-[[(R)-2-hydroxy-2-[4-hydroxy-3-[(methylsulfonyl)amino]-phenyl]ethyl]amino]-1-piperidineyl]phenyl]methyl]-2,4-dioxo-3-thiazolidineacetic acid tert-butyl-ester (300 mg, 0.46 mmol) (which was obtained in Example 64), dichloromethane (5 mL), and trifluoroacetic acid (0.5 mL) was stirred at room temperature for 10 hours. The mixture was then poured into ethyl ether (50 mL), and the precipitated solid was filtered and dried to give an off-white solid (189 mg, 58% yield); mp 158-1... Reaction SMILES: C([O:5][C:6](=[O:44])[CH2:7][N:8]1[C:12](=[O:13])[CH:11]([CH2:14][C:15]2[CH:20]=[CH:19][C:18]([N:21]3[CH2:26][CH2:25][CH:24]([NH:27][CH2:28][C@H:29]([OH:42])[C:30]4[CH:35]=[CH:34][C:33]([OH:36])=[C:32]([NH:37][S:38]([CH3:41])(=[O:40])=[O:39])[CH:31]=4)[CH2:23][CH2:22]3)=[CH:17][CH:16]=2)[S:10][C:9]1=[O:43])(C)(C)C.ClCCl.FC(F)(F)C(O)=O>C(OCC)C>[OH:42][C@H:29]([C:30]1[CH:35]=[CH:34][C:33]([OH:36])=[C:32]([NH:37][S:38]([CH3:41])(=[O:39])=[O:40])[CH:31]=1)[CH2:28][NH:27][CH:24]1[CH2:25][CH2:26][N:21]([C:18]2[CH:17]=[CH:16][C:15]([CH2:14][CH:11]3[S:10][C:9](=[O:43])[N:8]([CH2:7][C:6]([OH:44])=[O:5])[C:12]3=[O:13])=[CH:20][CH:19]=2)[CH2:22][CH2:23]1. Conditions: time 10 hour. As a reaction SMILES: [C:1](/[N:3]=[C:4](\OC1C=CC=CC=1)/[N:5]1[CH2:10][CH2:9][C@H:8]([C:11]([N:13]2[CH2:18][CH2:17][N:16]([C:19]3[CH:24]=[CH:23][C:22]([C:25]#[N:26])=[CH:21][C:20]=3[CH3:27])[CH2:15][CH2:14]2)=[O:12])[C@@H:7]([C:28]([O:30][CH3:31])=[O:29])[CH2:6]1)#[N:2].C(#N)C.[NH:42]1[CH2:47][CH2:46][CH2:45][CH2:44][CH2:43]1>>[C:1](/[N:3]=[C:4](\[N:42]1[CH2:47][CH2:46][CH2:45][CH2:44][CH2:43]1)/[N:5]1[CH2:10][CH2:9][C@H:8]([C:11]([N:13]2[CH2:18][CH2:17][N:16]([C:19]3[CH:24]=[CH:23][C:22]([C:25]#[N:26])=[CH:21][C:20]=3[CH3:27])[CH2:15][CH2:14]2)=[O:12])[C@@H:7]([C:28]([O:30][CH3:31])=[O:29])[CH2:6]1)#[N:2]. Product: C(#N)\N=C(\N1C[C@@H]([C@H](CC1)C(=O)N1CCN(CC1)C1=C(C=C(C=C1)C#N)C)C(=O)OC)/N1CCCCC1 (methyl(3R,4S)-1-[(E)-(cyanoimino)(piperidin-1-yl)methyl]-4-[4-(4-cyano-2-methylphenyl)piperazin-1-yl]carbonylpiperidine-3-carboxylate). Procedure: To a stirred solution of methyl(3R,4S)-1-[(Z)-(cyanoimino)(phenoxy)methyl]-4-[4-(4-cyano-2-methylphenyl)piperazin-1-yl]carbonylpiperidine-3-carboxylate (52 mg, 0.00010 mol) in acetonitrile (2.006 mL, 0.03840 mol) was added piperidine (0.200 mL, 0.00202 mol). The reaction mixture refluxed (oil bath at 85 deg). Upon completion reaction mixture concentrated in vacuum. The residue was purified by combiflash using 0-5% methanol/dichloromethane to give the product (53.3 mg, 98% in yield). MS (ESI): (M... Reactants: C(#N)\N=C(\N1C[C@@H]([C@H](CC1)C(=O)N1CCN(CC1)C1=C(C=C(C=C1)C#N)C)C(=O)OC)/OC1=CC=CC=C1 (methyl(3R,4S)-1-[(Z)-(cyanoimino)(phenoxy)methyl]-4-[4-(4-cyano-2-methylphenyl)piperazin-1-yl]carbonylpiperidine-3-carboxylate), C(C)#N (acetonitrile), N1CCCCC1 (piperidine). Reactants: COC(CN(C(OCC1C2=CC=CC=C2C=2C=CC=CC12)=O)CC1=NC2=C(N1C)C=CC=C2)OC (9H-fluoren-9-ylmethyl 2,2-dimethoxyethyl[(1-methyl-1H-benzimidazol-2-yl)methyl]carbamate), Cl (HCl). Run in O1CCCC1 (tetrahydrofuran). Reaction conditions: temperature 75 celsius, time 6 hour. Yields the product C1=CC=CC=2C3=CC=CC=C3C(C12)COC(N(CC=O)CC1=NC2=C(N1C)C=CC=C2)=O (9H-fluoren-9-ylmethyl(1-methyl-1H-benzimidazol-2-yl)methyl(2-oxoethyl)carbamate). Yield: 97.0%. Reaction SMILES: C[O:2][CH:3](OC)[CH2:4][N:5]([CH2:23][C:24]1[N:28]([CH3:29])[C:27]2[CH:30]=[CH:31][CH:32]=[CH:33][C:26]=2[N:25]=1)[C:6](=[O:22])[O:7][CH2:8][CH:9]1[C:21]2[CH:20]=[CH:19][CH:18]=[CH:17][C:16]=2[C:15]2[C:10]1=[CH:11][CH:12]=[CH:13][CH:14]=2.Cl>O1CCCC1>[CH:20]1[C:21]2[CH:9]([CH2:8][O:7][C:6](=[O:22])[N:5]([CH2:23][C:24]3[N:28]([CH3:29])[C:27]4[CH:30]=[CH:31][CH:32]=[CH:33][C:26]=4[N:25]=3)[CH2:4][CH:3]=[O:2])[C:10]3[C:15](=[CH:14][CH:13]=[CH:12][CH:11]=3)[C:16]=2[CH:17]=[CH:18][CH:19]=1. Reported procedure: A solution of the product of Example 148B (0.2 g) in tetrahydrofuran (0.2 mL) was treated with 30% HCl (0.2 mL), stirred at 75° C. for 6 hours, cooled to 25′C and concentrated. The residue was partitioned between 10% NaHCO3 and ethyl acetate, the organic layer was separated and washed with brine, dried over Na2SO4, filtered and concentrated to give the title compound (175 mg). As a reaction SMILES: [CH3:1][C:2]([C:15]1[CH:20]=[CH:19][C:18]([O:21]CC2OC2)=[CH:17][CH:16]=1)([C:4]1[CH:9]=[CH:8][C:7]([O:10]CC2OC2)=[CH:6][CH:5]=1)[CH3:3].C(O)(=O)C(C)=C.C1(C=CC(O)=CC=1)O.C1C2NC3C(=CC=CC=3)SC=2C=CC=1.C=CC1C=CC=CC=1.C(C1C=CC=C(O)C=1O)(C)(C)C>>[OH:10][C:7]1[CH:6]=[CH:5][C:4]([C:2]([C:15]2[CH:16]=[CH:17][C:18]([OH:21])=[CH:19][CH:20]=2)([CH3:3])[CH3:1])=[CH:9][CH:8]=1. The yield is 45.0%. Procedure: A diglycidyl ether of bisphenol A (500.0 grams, 2.749 epoxide equivalents) having an epoxide equivalent weight of 181.895, methacrylic acid (229.31 grams, 2.67 moles) and hydroquinone (0.292 gram, 400 ppm based on epoxide functional reactant and methacrylic acid) are added to a reactor and heated to 90° C. with stirring and sparging with air (0.5 liter per minute). Twenty six minutes later, the 90° C. reaction temperature is achieved and 33.33% aqueous chromium trichloride catalyst (0.625 gram, ... Reaction conditions: temperature 90 celsius, time 5 minute. The product is dimethacrylate, OC1=CC=C(C=C1)C(C)(C)C1=CC=C(C=C1)O (bisphenol A). Starting materials: C1(O)=CC=C(O)C=C1 (hydroquinone), C=CC1=CC=CC=C1 (styrene), vinyl ester, C(C(=C)C)(=O)O (methacrylic acid), acid, C(C)(C)(C)C1=C(C(O)=CC=C1)O (t-butylcatechol), C1=CC=CC=2SC3=CC=CC=C3NC12 (Phenothiazine), epoxide, CC(C)(C1=CC=C(C=C1)OCC2CO2)C3=CC=C(C=C3)OCC4CO4 (diglycidyl ether of bisphenol A), epoxide, vinyl ester.